From a dataset of the Open Reaction Database (ORD), a public repository of structured organic reaction records. describe an organic reaction: reactants, conditions, products, and yield Starting materials: ClC=1C=CC2=C(N=C(S2)SCC#N)C1 ((5-chloro-2-benzothiazolylthio)acetonitrile), Cl.ON (hydroxyamine hydrochloride), C([O-])([O-])=O.[K+].[K+] (potassium carbonate). Run in C(C)O (ethanol), O (water). The product is ClC=1C=CC2=C(N=C(S2)SCC(NO)=N)C1 (2-(5-Chloro-2-benzothiazolylthio)-N-hydroxy-ethanimidamide). Yield: 34.0%. RXN SMILES: Cl[C:2]1[CH:3]=[CH:4][C:5]2[S:9][C:8]([S:10][CH2:11][C:12]#[N:13])=[N:7][C:6]=2[CH:14]=1.[ClH:15].[OH:16][NH2:17].C(=O)([O-])[O-].[K+].[K+]>C(O)C.O>[Cl:15][C:2]1[CH:3]=[CH:4][C:5]2[S:9][C:8]([S:10][CH2:11][C:12](=[NH:13])[NH:17][OH:16])=[N:7][C:6]=2[CH:14]=1 |f:1.2,3.4.5|. Reported procedure: 14.4 g (0.6 m) (5-chloro-2-benzothiazolylthio)acetonitrile, prepared according to Example 1, 4.17 g (0.06 m) hydroxyamine hydrochloride and 4.14 g (0.03 m) potassium carbonate are dissolved in a mixture of 180 ml ethanol and 2 ml water. The mixture is heated overnight and then cooled. The solid which is collected is washed with water. The crude material is recrystallized from ethanol. The recrystallized product weighs 5.6 g (34% yield) and melts at 155°-7° C. Reactants: COC(C[C@@H]1COC2=C1C=CC(=C2)O[C@@H]2CCC1=C(C=CC(=C21)F)B2OC(C(O2)(C)C)(C)C)=O ({(S)-6-[(R)-7-fluoro-4-(4,4,5,5-tetramethyl-[1,3,2]dioxaborolan-2-yl)-indan-1-yloxy]-2,3-dihydro-benzofuran-3-yl}-acetic acid methyl ester), BrC1=C(C=C(C=C1C)C1=NC(=CN=C1)C)C (2-(4-bromo-3,5-dimethyl-phenyl)-6-methyl-pyrazine), BrC1=C2CC[C@H](C2=C(C=C1)F)OC1=CC2=C([C@@H](CO2)CC(=O)OC)C=C1 (Methyl 2-((S)-6-((R)-4-bromo-7-fluoro-2,3-dihydro-1H-inden-1-yloxy)-2,3-dihydrobenzofuran-3-yl)acetate). Yields the product COC(C[C@@H]1COC2=C1C=CC(=C2)O[C@@H]2CCC1=C(C=CC(=C21)F)C2=C(C=C(C=C2C)C2=NC(=CN=C2)C)C)=O ({(S)-6-[(R)-4-(2,6-Dimethyl-4-(6-methyl-pyrazin-2-yl)-phenyl)-7-fluoro-indan-1-yloxy]-2,3-dihydro-benzofuran-3-yl}-acetic acid methyl ester). RXN SMILES: [CH3:1][O:2][C:3](=[O:34])[CH2:4][C@H:5]1[C:9]2[CH:10]=[CH:11][C:12]([O:14][C@H:15]3[C:23]4[C:18](=[C:19](B5OC(C)(C)C(C)(C)O5)[CH:20]=[CH:21][C:22]=4[F:24])[CH2:17][CH2:16]3)=[CH:13][C:8]=2[O:7][CH2:6]1.Br[C:36]1[C:41]([CH3:42])=[CH:40][C:39]([C:43]2[CH:48]=[N:47][CH:46]=[C:45]([CH3:49])[N:44]=2)=[CH:38][C:37]=1[CH3:50].BrC1C=CC(F)=C2C=1CC[C@H]2OC1C=CC2[C@H](CC(OC)=O)COC=2C=1>>[CH3:1][O:2][C:3](=[O:34])[CH2:4][C@H:5]1[C:9]2[CH:10]=[CH:11][C:12]([O:14][C@H:15]3[C:23]4[C:18](=[C:19]([C:36]5[C:37]([CH3:50])=[CH:38][C:39]([C:43]6[CH:48]=[N:47][CH:46]=[C:45]([CH3:49])[N:44]=6)=[CH:40][C:41]=5[CH3:42])[CH:20]=[CH:21][C:22]=4[F:24])[CH2:17][CH2:16]3)=[CH:13][C:8]=2[O:7][CH2:6]1. Reported procedure: The title compound is prepared from {(S)-6-[(R)-7-fluoro-4-(4,4,5,5-tetramethyl-[1,3,2]dioxaborolan-2-yl)-indan-1-yloxy]-2,3-dihydro-benzofuran-3-yl}-acetic acid methyl ester and 2-(4-bromo-3,5-dimethyl-phenyl)-6-methyl-pyrazine following a procedure analogous to that described in Step 5 of Intermediate 1. LC (method 26): tR=0.93 min; Mass spectrum (ESI+): m/z=539 [M+H]+.